From a dataset of the Open Reaction Database (ORD), a public repository of structured organic reaction records. describe an organic reaction: reactants, conditions, products, and yield The reactants are C(CC(=O)C)(=O)OCC (ethyl acetoacetate), N (ammonia), ClCC(=O)OCC (ethyl chloroacetate), [C-]#N.[Na+] (sodium cyanide), N (ammonia). The solvent is O (water), CN(C=O)C (dimethylformamide). Reaction conditions: time 2 hour. Yields the product OC=1NC(C(=C(C1)C)C#N)=O (2-hydroxy-5-cyano-4-methylpyrid-6-one). Isolated yield 68.0%. Reaction SMILES: [NH3:1].ClCC([O:6][CH2:7][CH3:8])=O.[C-:9]#[N:10].[Na+].[C:12]([O:18]CC)(=O)[CH2:13][C:14]([CH3:16])=O>O.CN(C)C=O>[OH:18][C:12]1[NH:1][C:7](=[O:6])[C:8]([C:9]#[N:10])=[C:14]([CH3:16])[CH:13]=1 |f:2.3|. Reported procedure: 92 Parts of an 18.5 percent strength by weight aqueous solution of ammonia are added to 122.5 parts of ethyl chloroacetate at from 10° to 15° C. After stirring for 2 hours, 200 parts of dimethylformamide and 167 parts of a 29.4 percent strength by weight solution of sodium cyanide in water are added. The reaction mixture is kept for 3 hours at 40° C, and 130 parts of ethyl acetoacetate are then added, followed by 139 parts of an 18.5 percent strength by weight aqueous ammonia solution. The mixtu... The reactants are COC1=NC2=CC=C(C=C2N=C1OC)CNC1=C(C=C(C=C1)OCC#C)C(=O)C1=CC=C(C=C1)C(C)C ({2-[(2,3-dimethoxy-quinoxalin-6-ylmethyl)-amino]-5-prop-2-ynyloxy-phenyl}-(4-isopropyl-phenyl)-methanone), [O-]C#N.[Na+] (sodium cyanate). The solvent is C(C)(=O)O (acetic acid). Conditions: time 2 hour. The product is COC1=NC2=CC=C(C=C2N=C1OC)CN1C(N=C(C2=CC(=CC=C12)OCC#C)C1=CC=C(C=C1)C(C)C)=O (1-(2,3-dimethoxy-quinoxalin-6-ylmethyl)-4-(4-isopropyl-phenyl)-6-prop-2-ynyloxy-1H-quinazolin-2-one). Reaction SMILES: [CH3:1][O:2][C:3]1[C:12]([O:13][CH3:14])=[N:11][C:10]2[C:5](=[CH:6][CH:7]=[C:8]([CH2:15][NH:16][C:17]3[CH:22]=[CH:21][C:20]([O:23][CH2:24][C:25]#[CH:26])=[CH:19][C:18]=3[C:27]([C:29]3[CH:34]=[CH:33][C:32]([CH:35]([CH3:37])[CH3:36])=[CH:31][CH:30]=3)=O)[CH:9]=2)[N:4]=1.[O-:38][C:39]#[N:40].[Na+]>C(O)(=O)C>[CH3:1][O:2][C:3]1[C:12]([O:13][CH3:14])=[N:11][C:10]2[C:5](=[CH:6][CH:7]=[C:8]([CH2:15][N:16]3[C:17]4[C:18](=[CH:19][C:20]([O:23][CH2:24][C:25]#[CH:26])=[CH:21][CH:22]=4)[C:27]([C:29]4[CH:34]=[CH:33][C:32]([CH:35]([CH3:36])[CH3:37])=[CH:31][CH:30]=4)=[N:40][C:39]3=[O:38])[CH:9]=2)[N:4]=1 |f:1.2|. Reported procedure: To a solution of 52 mg (0.105 mmol) {2-[(2,3-dimethoxy-quinoxalin-6-ylmethyl)-amino]-5-prop-2-ynyloxy-phenyl}-(4-isopropyl-phenyl)-methanone in 1 ml acetic acid is added 14 mg (0.210 mmol) sodium cyanate. After stirring for 2 h the solvent is removed in vacuo and the residue is partitioned between CH2Cl2 and water. The organic layer is extracted with 2 M sodium hydroxide and evaporated. Purification of the crude product by flash-chromatography (ethyl acetate/hexanes 9:1) affords a yellow oil. Starting materials: O=C([O-])O, CCN(CC)CCOc1cccc2c1-c1c(OC)cc(OC)c([N+](=O)[O-])c1C2=O, CO, CCO, [Cl-], [Na+], O, O, O. The product is CCN(CC)CCOc1cccc2c1-c1c(OC)cc(OC)c(N)c1C2=O, Cl. RXN SMILES: [C:33](=[O:34])([OH:35])[O-:36].[CH2:1]([CH3:2])[N:3]([CH2:4][CH2:5][O:6][c:7]1[c:8]2[c:16]([cH:17][cH:18][cH:19]1)[C:15](=[O:20])[c:14]1[c:9]-2[c:10]([O:26][CH3:27])[cH:11][c:12]([O:24][CH3:25])[c:13]1[N+:21]([O-:22])=[O:23])[CH2:28][CH3:29].[CH3:38][OH:39].[CH3:40][CH2:41][OH:42].[Cl-:32].[Na+:37].[OH2:30].[OH2:31].[OH2:43]>>[CH2:1]([CH3:2])[N:3]([CH2:4][CH2:5][O:6][c:7]1[c:8]2[c:16]([cH:17][cH:18][cH:19]1)[C:15](=[O:20])[c:14]1[c:9]-2[c:10]([O:26][CH3:27])[cH:11][c:12]([O:24][CH3:25])[c:13]1[NH2:21])[CH2:28][CH3:29].[ClH:32]. Reactants: CC(C)(C)OC(=O)CBr, CN(C)C=O, Cc1c(Cl)cccc1Cn1c(=S)[nH]c(=O)c2sc(N3CCOCC3)nc21, [H-], [Na+]. Yields the product Cc1c(Cl)cccc1Cn1c(SCC(=O)OC(C)(C)C)nc(=O)c2sc(N3CCOCC3)nc21. Reaction SMILES: [Br:29][CH2:30][C:31](=[O:32])[O:33][C:34]([CH3:35])([CH3:36])[CH3:37].[CH3:38][N:39]([CH3:40])[CH:41]=[O:42].[Cl:1][c:2]1[c:3]([CH3:26])[c:4]([CH2:8][n:9]2[c:10](=[S:25])[nH:11][c:12](=[O:24])[c:13]3[c:14]2[n:15][c:16]([N:18]2[CH2:19][CH2:20][O:21][CH2:22][CH2:23]2)[s:17]3)[cH:5][cH:6][cH:7]1.[H-:27].[Na+:28]>>[Cl:1][c:2]1[c:3]([CH3:26])[c:4]([CH2:8][n:9]2[c:10]([S:25][CH2:30][C:31](=[O:32])[O:33][C:34]([CH3:35])([CH3:36])[CH3:37])[n:11][c:12](=[O:24])[c:13]3[c:14]2[n:15][c:16]([N:18]2[CH2:19][CH2:20][O:21][CH2:22][CH2:23]2)[s:17]3)[cH:5][cH:6][cH:7]1. Reactants: Cl[Si](C)(C)C (chlorotrimethylsilane), C(C)(C)OC(C)C (diisopropylether), CN(C1(CCC(CC1)NC(=O)C=1C(=NOC1C)C1=CC=CC=C1)C1=CC=CC=C1)C (5-methyl-3-phenylisoxazole-4-carboxylic acid (4-dimethylamino-4-phenylcyclohexyl)amide), Cl (hydrochloride). Solvent: O (water), CC(CC)=O (2-butanone), C(C)(=O)OCC (ethyl acetate). Product: Cl.CN(C1(CCC(CC1)NC(=O)C=1C(=NOC1C)C1=CC=CC=C1)C1=CC=CC=C1)C (5-methyl-3-phenylisoxazole-4-carboxylic acid (4-dimethylamino-4-phenylcyclohexyl)amide hydrochloride). RXN SMILES: [CH3:1][N:2]([CH3:30])[C:3]1([C:24]2[CH:29]=[CH:28][CH:27]=[CH:26][CH:25]=2)[CH2:8][CH2:7][CH:6]([NH:9][C:10]([C:12]2[C:13]([C:18]3[CH:23]=[CH:22][CH:21]=[CH:20][CH:19]=3)=[N:14][O:15][C:16]=2[CH3:17])=[O:11])[CH2:5][CH2:4]1.Cl.[Cl:32][Si](C)(C)C.C(OC(C)C)(C)C>CC(=O)CC.C(OCC)(=O)C.O>[ClH:32].[CH3:30][N:2]([CH3:1])[C:3]1([C:24]2[CH:29]=[CH:28][CH:27]=[CH:26][CH:25]=2)[CH2:8][CH2:7][CH:6]([NH:9][C:10]([C:12]2[C:13]([C:18]3[CH:19]=[CH:20][CH:21]=[CH:22][CH:23]=3)=[N:14][O:15][C:16]=2[CH3:17])=[O:11])[CH2:5][CH2:4]1 |f:7.8|. Procedure details: As described for Example 127, 190 mg of the polar diastereoisomer of 5-methyl-3-phenylisoxazole-4-carboxylic acid (4-dimethylamino-4-phenylcyclohexyl)amide were also obtained, which, dissolved in 10 ml 2-butanone and 5 ml ethyl acetate, were converted into the corresponding hydrochloride by adding 8.5 μl water, 60 μl chlorotrimethylsilane and 10 ml diisopropylether (135 mg of white solid, Mp. 243-245° C.). Reaction SMILES: C(N)(C)C.FC1C(F)=C(F)C(F)=CC=1C(=O)C[C:17]([O:19]CC)=[O:18].[F:23][C:24]1[CH:25]=[C:26]2[C:31](=[C:32]([F:35])[C:33]=1[F:34])[N:30]([CH:36]([CH3:38])[CH3:37])[CH:29]=[C:28](C(O)=O)[C:27]2=[O:42]>>[F:23][C:24]1[CH:25]=[C:26]2[C:31](=[C:32]([F:35])[C:33]=1[F:34])[N:30]([CH:36]([CH3:37])[CH3:38])[C:29]([C:17]([OH:19])=[O:18])=[CH:28][C:27]2=[O:42]. Reactants: C(C)(C)N (isopropyl amine), FC1=C(C=C(C(=C1F)F)F)C(CC(=O)OCC)=O (2,3,4,5-tetrafluoro-β-oxo-benzeneproprionic acid, ethyl ester), FC=1C=C2C(C(=CN(C2=C(C1F)F)C(C)C)C(=O)O)=O (6,7,8-trifluoro-1,4-dihydro-1-(1-methylethyl)-4oxo-3-quinolinecarboxylic acid). Procedure: Using the procedure of Example VV with isopropyl amine, 3.0 g (11.33 mmol) of 2,3,4,5-tetrafluoro-β-oxo-benzeneproprionic acid, ethyl ester was converted to 1.21 g of 6,7,8-trifluoro-1,4-dihydro-1-(1-methylethyl)-4oxo-3-quinolinecarboxylic acid, mp 256°-260° C. The product is FC=1C=C2C(C=C(N(C2=C(C1F)F)C(C)C)C(=O)O)=O (6,7,8-Trifluoro-1,4-dihydro-1-(1-methylethyl)-4-oxo--quinolinecarboxylic Acid).